This data is from the Open Reaction Database (ORD), a public repository of structured organic reaction records. The task is: describe an organic reaction: reactants, conditions, products, and yield The reactants are CN(C)C=O (DMF), NC=1C(=CC2=C([C@H](CN(CC2)C)C2=CC=CC=C2)C1)C ((R)-8-Amino-3,7-dimethyl-1-phenyl-2,3,4,5-tetrahydro-1H-3-benzazepine), C(\C=C/C(=O)O)(=O)O (maleic acid). The solvent is C(C)(C)O (isopropanol). Product: C(\C=C/C(=O)O)(=O)O.NC=1C(=CC2=C([C@H](CN(CC2)C)C2=CC=CC=C2)C1)C ((R)-8-Amino-3,7-dimethyl-1-phenyl-2,3,4,5-tetrahydro-1H-3-benzazepine maleate). As a reaction SMILES: [NH2:1][C:2]1[C:3]([CH3:20])=[CH:4][C:5]2[CH2:11][CH2:10][N:9]([CH3:12])[CH2:8][C@H:7]([C:13]3[CH:18]=[CH:17][CH:16]=[CH:15][CH:14]=3)[C:6]=2[CH:19]=1.[C:21]([OH:28])(=[O:27])/[CH:22]=[CH:23]\[C:24]([OH:26])=[O:25].CN(C=O)C>C(O)(C)C>[C:21]([OH:28])(=[O:27])/[CH:22]=[CH:23]\[C:24]([OH:26])=[O:25].[NH2:1][C:2]1[C:3]([CH3:20])=[CH:4][C:5]2[CH2:11][CH2:10][N:9]([CH3:12])[CH2:8][C@H:7]([C:13]3[CH:14]=[CH:15][CH:16]=[CH:17][CH:18]=3)[C:6]=2[CH:19]=1 |f:4.5|. Reported procedure: The product of Example V, part D above was treated with maleic acid (650 mg) in isopropanol, affording 1.50 g of the product of this example, m.p. 171°-174° C. [α]26D +9.80 (c=0.25, DMF). Reactants: C(C)(C)(C)OC(N(C)CC1=CN(C(=C1)C1=CC=CC=C1)S(=O)(=O)C=1C=NC=C(C1)Br)=O (tert-butyl({1-[(5-bromopyridin-3-yl)sulfonyl]-5-phenyl-1H-pyrrol-3-yl}methyl)methylcarbamate), CN(C=O)C (N,N-dimethylformamide), C(C)(=O)OCC.Cl (hydrogen chloride-ethyl acetate). Reagents/catalysts: [C-]#N.[Zn+2].[C-]#N (zinc cyanide). The solvent is C(C)O (ethanol). Run at time 1.5 hour. Product: Cl.CNCC=1C=C(N(C1)S(=O)(=O)C=1C=NC=C(C#N)C1)C1=CC=CC=C1 (5-({4-[(methylamino)methyl]-2-phenyl-1H-pyrrol-1-yl}sulfonyl)nicotinonitrile hydrochloride). Isolated yield 42.0%. RXN SMILES: C(O[C:6](=O)[N:7]([CH2:9][C:10]1[CH:14]=[C:13]([C:15]2[CH:20]=[CH:19][CH:18]=[CH:17][CH:16]=2)[N:12]([S:21]([C:24]2[CH:25]=[N:26][CH:27]=[C:28](Br)[CH:29]=2)(=[O:23])=[O:22])[CH:11]=1)C)(C)(C)C.[CH3:32][N:33](C)C=O.C(OCC)(=O)C.[ClH:43]>C(O)C.[C-]#N.[Zn+2].[C-]#N>[ClH:43].[CH3:6][NH:7][CH2:9][C:10]1[CH:14]=[C:13]([C:15]2[CH:20]=[CH:19][CH:18]=[CH:17][CH:16]=2)[N:12]([S:21]([C:24]2[CH:25]=[N:26][CH:27]=[C:28]([CH:29]=2)[C:32]#[N:33])(=[O:22])=[O:23])[CH:11]=1 |f:2.3,5.6.7,8.9|. Reported procedure: A mixture of tert-butyl({1-[(5-bromopyridin-3-yl)sulfonyl]-5-phenyl-1H-pyrrol-3-yl}methyl)methylcarbamate (112 mg), zinc cyanide (50 mg) and N,N-dimethylformamide (4 mL) was degassed with argon gas. Tetrakis(triphenylphosphine)palladium (46 mg) was added, and the mixture was stirred at 100 degree C. for 1.5 hr. After cooling the reaction mixture to room temperature, a saturated aqueous sodium-hydrogencarbonate solution was added, and the mixture was extracted with ethyl acetate. The extract was ... Reactants: O=Cc1cc(O)ccc1Br, CCOC(C)=O, O=[N+]([O-])c1ccc(F)cc1, [K+], [K+], O=C([O-])[O-], CN(C)C=O, O. The product is O=Cc1cc(Oc2ccc([N+](=O)[O-])cc2)ccc1Br. Reaction SMILES: [Br:11][c:12]1[c:13]([CH:14]=[O:15])[cH:16][c:17]([OH:20])[cH:18][cH:19]1.[CH3:27][CH2:28][O:29][C:30]([CH3:31])=[O:32].[F:1][c:2]1[cH:3][cH:4][c:5]([N+:8](=[O:9])[O-:10])[cH:6][cH:7]1.[K+:21].[K+:22].[O-:23][C:24]([O-:25])=[O:26].[O:33]=[CH:34][N:35]([CH3:36])[CH3:37].[OH2:38]>>[c:2]1([O:20][c:17]2[cH:16][c:13]([CH:14]=[O:15])[c:12]([Br:11])[cH:19][cH:18]2)[cH:3][cH:4][c:5]([N+:8](=[O:9])[O-:10])[cH:6][cH:7]1. Starting materials: ClC1=CC(=C(C(=C1C)C=1C=NN(C1)C(C)OCC)C1=CC(=CC=C1)F)C(C)=O (1-{4-chloro-6-[1-(1-ethoxyethyl)-1H-pyrazol-4-yl]-3′-fluoro-5-methylbiphenyl-2-yl}ethanone), C(C)(=O)[O-].[NH4+] (ammonium acetate), C(#N)[BH3-].[Na+] (sodium cyanoborohydride), O1CCCC1 (tetrahydrofuran). Solvent: CO (methanol), C(C)#N (acetonitrile). The product is ClC1=CC(=C(C(=C1C)C=1C=NN(C1)C(C)OCC)C1=CC(=CC=C1)F)C(C)N (1-{4-Chloro-6-[1-(1-ethoxyethyl)-1H-pyrazol-4-yl]-3′-fluoro-5-methylbiphenyl-2-yl}ethanamine). Reaction SMILES: [Cl:1][C:2]1[C:7]([CH3:8])=[C:6]([C:9]2[CH:10]=[N:11][N:12]([CH:14]([O:16][CH2:17][CH3:18])[CH3:15])[CH:13]=2)[C:5]([C:19]2[CH:24]=[CH:23][CH:22]=[C:21]([F:25])[CH:20]=2)=[C:4]([C:26](=O)[CH3:27])[CH:3]=1.C([O-])(=O)C.[NH4+].C([BH3-])#[N:35].[Na+].O1CCCC1>CO.C(#N)C>[Cl:1][C:2]1[C:7]([CH3:8])=[C:6]([C:9]2[CH:10]=[N:11][N:12]([CH:14]([O:16][CH2:17][CH3:18])[CH3:15])[CH:13]=2)[C:5]([C:19]2[CH:24]=[CH:23][CH:22]=[C:21]([F:25])[CH:20]=2)=[C:4]([CH:26]([NH2:35])[CH3:27])[CH:3]=1 |f:1.2,3.4|. Reported procedure: A mixture of 1-{4-chloro-6-[1-(1-ethoxyethyl)-1H-pyrazol-4-yl]-3′-fluoro-5-methylbiphenyl-2-yl}ethanone (37 mg, 0.092 mmol), ammonium acetate (71 mg, 0.92 mmol) and 1.0 M sodium cyanoborohydride in tetrahydrofuran (0.23 mL, 0.23 mmol) in methanol (0.5 mL) and acetonitrile (0.5 mL) was heated at 65° C. overnight. The mixture was cooled to room temperature, quenched with saturated sodium bicarbonate solution, extracted with dichloromethane. The combined organic layers were dried over MgSO4, filter... The reactants are CC1=C(C(=O)O)C=CC=C1 (o-methylbenzoic acid), NC1=CC=C(C(=O)N2CCCC(C3=C2C=CC=C3)=O)C=C1 (1-(4-aminobenzoyl)-2,3,4,5-tetrahydro-1H-1-benzazepin-5-one). Yields the product CC1=C(C(=O)NC2=CC=C(C=C2)C(=O)N2CCCC(C3=C2C=CC=C3)=O)C=CC=C1 (2-methyl-4'-[(5-oxo-2,3,4,5-tetrahydro-1H-1-benzazepin-1-yl)carbonyl]benzanilide). Reaction SMILES: [CH3:1][C:2]1[CH:10]=[CH:9][CH:8]=[CH:7][C:3]=1[C:4]([OH:6])=O.[NH2:11][C:12]1[CH:31]=[CH:30][C:15]([C:16]([N:18]2[C:24]3[CH:25]=[CH:26][CH:27]=[CH:28][C:23]=3[C:22](=[O:29])[CH2:21][CH2:20][CH2:19]2)=[O:17])=[CH:14][CH:13]=1>>[CH3:1][C:2]1[CH:10]=[CH:9][CH:8]=[CH:7][C:3]=1[C:4]([NH:11][C:12]1[CH:13]=[CH:14][C:15]([C:16]([N:18]2[C:24]3[CH:25]=[CH:26][CH:27]=[CH:28][C:23]=3[C:22](=[O:29])[CH2:21][CH2:20][CH2:19]2)=[O:17])=[CH:30][CH:31]=1)=[O:6]. Reported procedure: Using o-methylbenzoic acid and 1-(4-aminobenzoyl)-2,3,4,5-tetrahydro-1H-1-benzazepin-5-one as starting materials, the procedure of Reference Example 3 was repeated to obtain 2-methyl-4'-[(5-oxo-2,3,4,5-tetrahydro-1H-1-benzazepin-1-yl)carbonyl]benzanilide.